Dataset: the Open Reaction Database (ORD), a public repository of structured organic reaction records. Task: describe an organic reaction: reactants, conditions, products, and yield Starting materials: BrCc1ccsc1, CN(C)C=O, [H-], [Na+], C1CCOC1, OCCO. Product: OCCOCc1ccsc1. As a reaction SMILES: [Br:12][CH2:13][c:14]1[cH:15][s:16][cH:17][cH:18]1.[CH3:7][N:8]([CH3:9])[CH:10]=[O:11].[H-:5].[Na+:6].[O:19]1[CH2:20][CH2:21][CH2:22][CH2:23]1.[OH:1][CH2:2][CH2:3][OH:4]>>[O:1]([CH2:2][CH2:3][OH:4])[CH2:13][c:14]1[cH:15][s:16][cH:17][cH:18]1. Starting materials: CN, CO, Cn1c2c(c3ccccc31)C(C)(C=O)CCS2, c1ccccc1. Product: CN=CC1(C)CCSc2c1c1ccccc1n2C. RXN SMILES: [CH3:18][NH2:19].[CH3:26][OH:27].[CH:1](=[O:2])[C:3]1([CH3:17])[CH2:4][CH2:5][S:6][c:7]2[n:8]([CH3:16])[c:9]3[cH:10][cH:11][cH:12][cH:13][c:14]3[c:15]21.[cH:20]1[cH:21][cH:22][cH:23][cH:24][cH:25]1>>[CH:1]([C:3]1([CH3:17])[CH2:4][CH2:5][S:6][c:7]2[n:8]([CH3:16])[c:9]3[cH:10][cH:11][cH:12][cH:13][c:14]3[c:15]21)=[N:19][CH3:18].